From a dataset of the Open Reaction Database (ORD), a public repository of structured organic reaction records. describe an organic reaction: reactants, conditions, products, and yield Reactants: Nc1cccc(Br)c1, CC(C)O, CCOC(=O)c1cnc2c(F)ccc(F)c2c1Cl. The product is CCOC(=O)c1cnc2c(F)ccc(F)c2c1Nc1cccc(Br)c1. RXN SMILES: [Br:19][c:20]1[cH:21][c:22]([NH2:23])[cH:24][cH:25][cH:26]1.[CH3:27][CH:28]([OH:29])[CH3:30].[Cl:1][c:2]1[c:3]([C:14](=[O:15])[O:16][CH2:17][CH3:18])[cH:4][n:5][c:6]2[c:7]([F:13])[cH:8][cH:9][c:10]([F:12])[c:11]12>>[c:2]1([NH:23][c:22]2[cH:21][c:20]([Br:19])[cH:26][cH:25][cH:24]2)[c:3]([C:14](=[O:15])[O:16][CH2:17][CH3:18])[cH:4][n:5][c:6]2[c:7]([F:13])[cH:8][cH:9][c:10]([F:12])[c:11]12. The product is Cl.CC1(CNCCO1)C (2,2-Dimethylmorpholine hydrochloride). Solvent: C(Cl)Cl (CH2Cl2). Procedure details: Dissolve 4-benzyl-2,2-dimethyl-morpholine (5.67 g, 27.6 mmol) in CH2Cl2 (50 mL) and add 1-chloroethyl chloroformate (4.60 mL, 42.2 mmol) while stirring at room temperature. After 4 h, concentrate the solution and treat the residue with MeOH (60 mL). Heat the mixture at 60° C. for 2 h, then concentrate again. Dissolve the residue in water (125 mL) and wash with tert-butyl methyl ether (125 mL). Concentrate the aqueous layer and dry the resulting residue at 80° C. under vacuum to give the title co... Reaction conditions: time 4 hour. Yield: 93.4%. The reactants are C(C1=CC=CC=C1)N1CC(OCC1)(C)C (4-benzyl-2,2-dimethyl-morpholine), ClC(=O)OC(C)Cl (1-chloroethyl chloroformate). Reaction SMILES: C([N:8]1[CH2:13][CH2:12][O:11][C:10]([CH3:15])([CH3:14])[CH2:9]1)C1C=CC=CC=1.[Cl:16]C(OC(Cl)C)=O>C(Cl)Cl>[ClH:16].[CH3:14][C:10]1([CH3:15])[O:11][CH2:12][CH2:13][NH:8][CH2:9]1 |f:3.4|. Reactants: C(CCCCCCC)P (mono-n-octylphosphine), C(=O)C=O (glyoxal). Yields the product C(CCCCCCC)P1C(C(P(C(C1O)O)CCCCCCCC)O)O (1,4-di-n-octyl-2,3,5,6-tetrahydroxy-1,4-diphosphorinane). Reaction SMILES: [CH2:1]([PH2:9])[CH2:2][CH2:3][CH2:4][CH2:5][CH2:6][CH2:7][CH3:8].[CH:10]([CH:12]=[O:13])=[O:11]>>[CH2:1]([P:9]1[CH:10]([OH:11])[CH:12]([OH:13])[P:9]([CH2:1][CH2:2][CH2:3][CH2:4][CH2:5][CH2:6][CH2:7][CH3:8])[CH:10]([OH:11])[CH:12]1[OH:13])[CH2:2][CH2:3][CH2:4][CH2:5][CH2:6][CH2:7][CH3:8]. Reported procedure: Following the procedure of Example 1, 200 parts of mono-n-octylphosphine is reacted with 194 parts of glyoxal to give 1,4-di-n-octyl-2,3,5,6-tetrahydroxy-1,4-diphosphorinane, a waxy solid. Starting materials: OC(C(F)(F)F)(C(F)(F)F)C=1C=C(N)C=CC1OC1=C(C=C(N)C=C1)C(C(F)(F)F)(O)C(F)(F)F (3,3′-bis(1-hydroxy-1-trifluoromethyl-2,2,2-trifluoroethyl)-4,4′-oxydianiline), OC(C(F)(F)F)(C(F)(F)F)C=1C=C(N)C=CC1OC1=CC=C(N)C=C1 (3-(1-hydroxy-1-trifluoromethyl-2,2,2-trifluoroethyl)-4,4′-oxydianiline), target compound, imines. Product: FC(C(=O)C(F)(F)F)(F)F (hexafluoroacetone), OC(C(F)(F)F)(C(F)(F)F)C=1C=C(N)C=CC1OC1=C(C=C(N)C=C1)C(C(F)(F)F)(O)C(F)(F)F (3,3′-bis(1-hydroxy-1-trifluoromethyl-2,2,2-trifluoroethyl)-4,4′-oxydianiline), O(C1=CC=C(N)C=C1)C1=CC=C(N)C=C1 (4,4′-oxydianiline). As a reaction SMILES: [OH:1][C:2]([C:11]1[CH:12]=[C:13]([CH:15]=[CH:16][C:17]=1[O:18][C:19]1[CH:25]=[CH:24][C:22]([NH2:23])=[CH:21][C:20]=1[C:26]([C:32]([F:35])([F:34])[F:33])([OH:31])[C:27]([F:30])([F:29])[F:28])[NH2:14])([C:7]([F:10])([F:9])[F:8])[C:3]([F:6])([F:5])[F:4].OC([C:46]1[CH:47]=[C:48]([CH:50]=[CH:51][C:52]=1[O:53][C:54]1[CH:60]=[CH:59][C:57]([NH2:58])=[CH:56][CH:55]=1)[NH2:49])(C(F)(F)F)C(F)(F)F>>[F:4][C:3]([F:6])([F:5])[C:2]([C:7]([F:10])([F:9])[F:8])=[O:1].[OH:31][C:26]([C:20]1[CH:21]=[C:22]([CH:24]=[CH:25][C:19]=1[O:18][C:17]1[CH:16]=[CH:15][C:13]([NH2:14])=[CH:12][C:11]=1[C:2]([C:3]([F:4])([F:5])[F:6])([OH:1])[C:7]([F:8])([F:9])[F:10])[NH2:23])([C:27]([F:30])([F:29])[F:28])[C:32]([F:35])([F:34])[F:33].[O:53]([C:54]1[CH:60]=[CH:59][C:57]([NH2:58])=[CH:56][CH:55]=1)[C:52]1[CH:46]=[CH:47][C:48]([NH2:49])=[CH:50][CH:51]=1. Reported procedure: The reaction liquid was found by gas chromatography (GC) analysis to contain 39.8% of the target compound, 3,3′-bis(1-hydroxy-1-trifluoromethyl-2,2,2-trifluoroethyl)-4,4′-oxydianiline, 5.4% of 3-(1-hydroxy-1-trifluoromethyl-2,2,2-trifluoroethyl)-4,4′-oxydianiline, and 53.0% of the total of various imines produced by the reaction of hexafluoroacetone with the amine moiety of 4,4′-oxydianiline. After adding 50 ml of water to the reaction liquid, stirring was conducted. This mixed liquid was filter...